Dataset: the Open Reaction Database (ORD), a public repository of structured organic reaction records. Task: describe an organic reaction: reactants, conditions, products, and yield Starting materials: CO, [Li+], [OH-], O, O, COC(=O)C1CCN(C(=O)c2cc(O)c3c(c2)S(=O)(=O)CC2C3(C)CCC3C(C)(C)CCCC32C)CC1. Yields the product CC1(C)CCCC2(C)C1CCC1(C)c3c(O)cc(C(=O)N4CCC(C(=O)O)CC4)cc3S(=O)(=O)CC12. As a reaction SMILES: [CH3:41][OH:42].[Li+:39].[OH-:38].[OH2:40].[OH2:43].[OH:1][c:2]1[c:3]2[c:16]([cH:17][c:18]([C:20](=[O:21])[N:22]3[CH2:23][CH2:24][CH:25]([C:28](=[O:29])[O:30][CH3:31])[CH2:26][CH2:27]3)[cH:19]1)[S:15](=[O:32])(=[O:33])[CH2:14][CH:13]1[C:4]2([CH3:37])[CH2:5][CH2:6][CH:7]2[C:8]([CH3:35])([CH3:36])[CH2:9][CH2:10][CH2:11][C:12]21[CH3:34]>>[OH:1][c:2]1[c:3]2[c:16]([cH:17][c:18]([C:20](=[O:21])[N:22]3[CH2:23][CH2:24][CH:25]([C:28](=[O:29])[OH:30])[CH2:26][CH2:27]3)[cH:19]1)[S:15](=[O:32])(=[O:33])[CH2:14][CH:13]1[C:4]2([CH3:37])[CH2:5][CH2:6][CH:7]2[C:8]([CH3:35])([CH3:36])[CH2:9][CH2:10][CH2:11][C:12]21[CH3:34]. The reactants are O[C@H](CC1=C(C=CC(=C1)C)O)C ((S)-2-(2-hydroxypropyl)-4-methylphenol), C1(=CC=CC=C1)P(C1=CC=CC=C1)C1=CC=CC=C1 (triphenylphosphine), CC(C)OC(=O)/N=N/C(=O)OC(C)C (DIAD). Run in C1CCOC1 (THF). Product: C[C@H]1OC2=C(C1)C=C(C=C2)C ((R)-2,5-dimethyl-2,3-dihydrobenzofuran). Reaction SMILES: O[C@@H:2]([CH3:12])[CH2:3][C:4]1[CH:9]=[C:8]([CH3:10])[CH:7]=[CH:6][C:5]=1[OH:11].C1(P(C2C=CC=CC=2)C2C=CC=CC=2)C=CC=CC=1.CC(OC(/N=N/C(OC(C)C)=O)=O)C>C1COCC1>[CH3:12][C@@H:2]1[CH2:3][C:4]2[CH:9]=[C:8]([CH3:10])[CH:7]=[CH:6][C:5]=2[O:11]1. Procedure: To a mixture of (S)-2-(2-hydroxypropyl)-4-methylphenol (3c) (1.6 g, 8.4 mmol) and triphenylphosphine (2.7 g, 10 mmol) in THF (60 mL) was added DIAD at ambient temperature. It was concentrated in vacuo. The residue was purified by column chromatography on silica gel eluting with hexanes/EtOAc (10:1) to give the title compound (3d). Starting materials: [OH-].[Na+] (NaOH), COC(\C=C\C=1C=C2C(CC3(CCN(CC3)C(=O)OC(C)(C)C)OC2=CC1)=O)=O ((E)-3-{1′-tert-butoxycarbonyl-4-oxo-spiro[chromane-2,4′-piperidine]-6-yl}-acrylic acid methyl ester), COC(\C=C\C=1C=C2C(CC3(CCN(CC3)C(=O)OC(C)(C)C)OC2=CC1)=O)=O ((E)-3-{1′-tert-butoxycarbonyl-4-oxo-spiro[chromane-2,4′-piperidine]-6-yl}-acrylic acid methyl ester). Solvent: O (H2O), CO (MeOH). Run at temperature 50 celsius, time 2 hour. Product: C(C)(C)(C)OC(=O)N1CCC2(CC1)OC1=CC=C(C=C1C(C2)=O)/C=C/C(=O)O ((E)-3-{1′-tert-butoxycarbonyl-4-oxo-spiro[chromane-2,4′-piperidine]-6-yl}-acrylic acid). The yield is 92.0%. RXN SMILES: [OH-].[Na+].C[O:4][C:5](=[O:31])/[CH:6]=[CH:7]/[C:8]1[CH:9]=[C:10]2[C:27](=[CH:28][CH:29]=1)[O:26][C:13]1([CH2:18][CH2:17][N:16]([C:19]([O:21][C:22]([CH3:25])([CH3:24])[CH3:23])=[O:20])[CH2:15][CH2:14]1)[CH2:12][C:11]2=[O:30]>O.CO>[C:22]([O:21][C:19]([N:16]1[CH2:17][CH2:18][C:13]2([CH2:12][C:11](=[O:30])[C:10]3[C:27](=[CH:28][CH:29]=[C:8](/[CH:7]=[CH:6]/[C:5]([OH:31])=[O:4])[CH:9]=3)[O:26]2)[CH2:14][CH2:15]1)=[O:20])([CH3:25])([CH3:23])[CH3:24] |f:0.1|. Procedure details: NaOH (160 mg, 4 mmol) in H2O (2 ml) was added to a suspension of (E)-3-{1′-tert-butoxycarbonyl-4-oxo-spiro[chromane-2,4′-piperidine]-6-yl}-acrylic acid methyl ester (462 mg, 1.15 mmol, Intermediate 1, Step B) in MeOH (6 ml). The mixture was stirred at 50° C. After 2 h, MeOH was evaporated and the pH of the aqueous phase was adjusted with 1 M HCl to a pH value of 5. The resulting suspension was extracted with DCM, the organic phase dried over Na2SO4 and concentrated to give (E)-3-{1′-tert-butoxyc... The reagents and catalysts are O (water). Conditions: temperature 55 celsius. Procedure: To a mixture of 2-(4-methanesulfonyl-3-methyl-pyridineylmethylsulfonyl)-1-H-benzimidazole (25 g), tetrahydrofuran (625 ml) and water (0.08 gm) was added (+)-diethyl-L-tartrate (31 gm) under nitrogen atmosphere and heated to 50 to 60° C. Subsequently, Ti(IV)isopropoxide (21.3 gm) was added to the reaction mixture at 50 to 60° C. and maintained at the same temperature for about 45-60 min. The reaction mixture was cooled to 20-25° C. and diisopropylethylamine (9.7 g) was added and maintained at the... RXN SMILES: [CH3:1][S:2]([C:5]1[CH:10]=[CH:9][N:8]=[C:7]([CH2:11][S:12]([C:15]2[NH:19][C:18]3[CH:20]=[CH:21][CH:22]=[CH:23][C:17]=3[N:16]=2)(=O)=[O:13])[C:6]=1[CH3:24])(=[O:4])=[O:3].C([C@@](C([O-])=O)(O)[C@@](CC)(O)C([O-])=O)C.C(N(C(C)C)CC)(C)C.[O-]O.C1(C(C)C)C=CC=CC=1.N>O.O1CCCC1>[CH3:1][S:2]([C:5]1[CH:10]=[CH:9][N:8]=[C:7]([CH2:11][S@:12]([C:15]2[NH:16][C:17]3[CH:23]=[CH:22][CH:21]=[CH:20][C:18]=3[N:19]=2)=[O:13])[C:6]=1[CH3:24])(=[O:3])=[O:4] |f:3.4|. Yield: 75.3%. Solvent: O1CCCC1 (tetrahydrofuran). The product is CS(=O)(=O)C1=C(C(=NC=C1)C[S@@](=O)C1=NC2=C(N1)C=CC=C2)C ((R)-2-(4-Methanesulfonyl-3-methyl-pyridin-2-ylmethanesulfinyl)-1H-benzimidazole). Reactants: C(C)[C@]([C@](C(=O)[O-])(O)CC)(O)C(=O)[O-] ((+)-diethyl-L-tartrate), C(C)(C)N(CC)C(C)C (diisopropylethylamine), [O-]O.C1(=CC=CC=C1)C(C)C (Cumene hydroperoxide), CS(=O)(=O)C1=C(C(=NC=C1)CS(=O)(=O)C1=NC2=C(N1)C=CC=C2)C (2-(4-methanesulfonyl-3-methyl-pyridineylmethylsulfonyl)-1-H-benzimidazole), Ti(IV)isopropoxide, N (ammonia). Conditions: temperature 0 celsius, time 1.5 hour. Reported procedure: A solution of N-bromosuccinimide (7.83 g, 44.0 mmol) in N,N-dimethylformamide (30 mL) was added dropwise (40 min) to a cooled (0 ° C.) and stirred solution of ethyl 5-(benzyloxy)-1H-indole-2-carboxylate (10.0 g, 39.2 mmol) in N,N-dimethylformamide (20 mL). The cold bath was removed and stirring was continued for an additional 1.5 h. The reaction was poured over ice water (600 mL) and the resulting precipitate was collected by vacuum filtration. The precipitate was washed with water and dried to ... RXN SMILES: [Br:1]N1C(=O)CCC1=O.[CH2:9]([O:16][C:17]1[CH:18]=[C:19]2[C:23](=[CH:24][CH:25]=1)[NH:22][C:21]([C:26]([O:28][CH2:29][CH3:30])=[O:27])=[CH:20]2)[C:10]1[CH:15]=[CH:14][CH:13]=[CH:12][CH:11]=1>CN(C)C=O>[CH2:9]([O:16][C:17]1[CH:18]=[C:19]2[C:23](=[CH:24][CH:25]=1)[NH:22][C:21]([C:26]([O:28][CH2:29][CH3:30])=[O:27])=[C:20]2[Br:1])[C:10]1[CH:11]=[CH:12][CH:13]=[CH:14][CH:15]=1. Run in CN(C=O)C (N,N-dimethylformamide), CN(C=O)C (N,N-dimethylformamide). The product is C(C1=CC=CC=C1)OC=1C=C2C(=C(NC2=CC1)C(=O)OCC)Br (Ethyl 5-(benzyloxy)-3-bromo-1H-indole-2-carboxylate). The reactants are BrN1C(CCC1=O)=O (N-bromosuccinimide), C(C1=CC=CC=C1)OC=1C=C2C=C(NC2=CC1)C(=O)OCC (ethyl 5-(benzyloxy)-1H-indole-2-carboxylate). Yield: 87.9%.